Dataset: the Open Reaction Database (ORD), a public repository of structured organic reaction records. Task: describe an organic reaction: reactants, conditions, products, and yield The reactants are OCCCNC=1C=2N(C3=CC(=C(C=C3N1)C(F)(F)F)C=O)C=CN2 (4-[(3-hydroxypropyl)amino]-7-(trifluoromethyl)imidazo[1,2-a]quinoxaline-8-carbaldehyde), NC1=NC=CC=C1 (2-aminopyridine), 4A, [BH4-].[Na+] (sodium borohydride). The reagents and catalysts are CC([O-])C.CC([O-])C.CC([O-])C.CC([O-])C.[Ti+4] (titanium tetraisopropoxide). Run in O1CCCC1 (tetrahydrofuran). Run at time 16 hour. Product: N1=C(C=CC=C1)NCC1=C(C=C2N=C(C=3N(C2=C1)C=CN3)NCCCO)C(F)(F)F (3-({8-[(pyridin-2-ylamino)methyl]-7-(trifluoromethyl)imidazo[1,2-a]quinoxalin-4-yl}amino)propan-1-ol). The yield is 25.7%. RXN SMILES: [OH:1][CH2:2][CH2:3][CH2:4][NH:5][C:6]1[C:7]2[N:8]([CH:22]=[CH:23][N:24]=2)[C:9]2[C:14]([N:15]=1)=[CH:13][C:12]([C:16]([F:19])([F:18])[F:17])=[C:11]([CH:20]=O)[CH:10]=2.[NH2:25][C:26]1[CH:31]=[CH:30][CH:29]=[CH:28][N:27]=1.[BH4-].[Na+]>O1CCCC1.CC(C)[O-].CC(C)[O-].CC(C)[O-].CC(C)[O-].[Ti+4]>[N:27]1[CH:28]=[CH:29][CH:30]=[CH:31][C:26]=1[NH:25][CH2:20][C:11]1[CH:10]=[C:9]2[C:14]([N:15]=[C:6]([NH:5][CH2:4][CH2:3][CH2:2][OH:1])[C:7]3[N:8]2[CH:22]=[CH:23][N:24]=3)=[CH:13][C:12]=1[C:16]([F:17])([F:18])[F:19] |f:2.3,5.6.7.8.9|. Procedure: To a solution of 4-[(3-hydroxypropyl)amino]-7-(trifluoromethyl)imidazo[1,2-a]quinoxaline-8-carbaldehyde (25 mg; 0.07 mmol; 1 eq), 2-aminopyridine (20 mg; 0.21 mmol; 3 eq) and titanium tetraisopropoxide (60 mg; 0.21 mg; 3 eq) in anhydrous tetrahydrofuran (0.2 ml) with a few 4A molecular sieves stirred under Ar at rt for 5 h is added sodium borohydride (3 mg; 0.07 mmol; 1 eq). The resulting reaction mixture is then stirred under Ar at rt for 16 h. Partition (aqueous ammonium chloride/ethyl acetate... The solvent is C(C)O (ethanol). Reagents/catalysts: [C].[Pd] (palladium carbon). Isolated yield 48.2%. Procedure: A mixture of dimethyl 2-(benzyloxy)-6-methylpyridine-3,5-dicarboxylate (14.4 g), 10% palladium carbon (containing 55% water, 9.00 g), THF (20 mL), and ethanol (20 mL) was stirred at room temperature for 1 hour in a hydrogen atmosphere. The catalyst was filtered off, and then, the obtained filtrate was concentrated under reduced pressure. The obtained solid was washed with ethyl acetate to obtain the title compound (4.96 g). Yields the product OC1=NC(=C(C=C1C(=O)OC)C(=O)OC)C (Dimethyl 2-hydroxy-6-methylpyridine-3,5-dicarboxylate). Reactants: [H][H] (hydrogen), C(C1=CC=CC=C1)OC1=NC(=C(C=C1C(=O)OC)C(=O)OC)C (dimethyl 2-(benzyloxy)-6-methylpyridine-3,5-dicarboxylate), C1CCOC1 (THF). As a reaction SMILES: C([O:8][C:9]1[C:14]([C:15]([O:17][CH3:18])=[O:16])=[CH:13][C:12]([C:19]([O:21][CH3:22])=[O:20])=[C:11]([CH3:23])[N:10]=1)C1C=CC=CC=1.C1COCC1.[H][H]>[C].[Pd].C(O)C>[OH:8][C:9]1[C:14]([C:15]([O:17][CH3:18])=[O:16])=[CH:13][C:12]([C:19]([O:21][CH3:22])=[O:20])=[C:11]([CH3:23])[N:10]=1 |f:3.4|.